This data is from the Open Reaction Database (ORD), a public repository of structured organic reaction records. The task is: describe an organic reaction: reactants, conditions, products, and yield Reactants: [OH-].[Na+] (sodium hydroxide), BrC1=CC=C2C(=C(C=NC2=C1)NC(COCC)=O)NCC(C)(C)O (N-[7-bromo-4-(2-hydroxy-2-methylpropylamino)quinolin-3-yl]-2-ethoxyacetamide). The solvent is O (water), C(C)O (ethanol). Yields the product BrC=1C=CC=2C3=C(C=NC2C1)N=C(N3CC(C)(O)C)COCC (1-(7-bromo-2-ethoxymethyl-1H-imidazo[4,5-c]quinolin-1-yl)-2-methylpropan-2-ol). Yield: 49.3%. Reaction SMILES: [OH-].[Na+].[Br:3][C:4]1[CH:13]=[C:12]2[C:7]([C:8]([NH:21][CH2:22][C:23]([OH:26])([CH3:25])[CH3:24])=[C:9]([NH:14][C:15](=O)[CH2:16][O:17][CH2:18][CH3:19])[CH:10]=[N:11]2)=[CH:6][CH:5]=1>O.C(O)C>[Br:3][C:4]1[CH:5]=[CH:6][C:7]2[C:8]3[N:21]([CH2:22][C:23]([CH3:25])([OH:26])[CH3:24])[C:15]([CH2:16][O:17][CH2:18][CH3:19])=[N:14][C:9]=3[CH:10]=[N:11][C:12]=2[CH:13]=1 |f:0.1|. Procedure: A solution of sodium hydroxide (25 g, 0.625 mol) in water (205 mL) was added to a solution of N-[7-bromo-4-(2-hydroxy-2-methylpropylamino)quinolin-3-yl]-2-ethoxyacetamide (170.88 g, 0.431 mol) in ethanol (700 mL), and the reaction was heated at reflux under a nitrogen atmosphere for two hours. Upon cooling the reaction, a precipitate formed and was isolated by filtration. The solid was purified by flash column chromatography on silica gel (eluting sequentially with chloroform, 99:1 chloroform:me... The reactants are NC1CN2CCC1CC2 (3-aminoquinuclidine), CN1CCOCC1 (N-methylmorpholine), ClC=1C=C(C2=C(N(C(C(O2)C)=O)CC2=CC=C(C=C2)F)C1)C(=O)Cl (6-chloro-4-(4-fluorobenzyl)-3,4-dihydro-2-methyl-3-oxo-2H-1,4-benzoxazine-8-carboxylic acid chloride). The solvent is C(Cl)(Cl)Cl (chloroform), C(Cl)(Cl)Cl (chloroform). The product is O.Cl.ClC=1C=C(C2=C(N(C(C(O2)C)=O)CC2=CC=C(C=C2)F)C1)C(=O)NC1CN2CCC1CC2 (6-chloro-4-(4-fluorobenzyl)-3,4-dihydro-2-methyl-3-oxo-N-(3-quinuclidinyl)-2H-1,4-benzoxazine-8-carboxamide hydrochloride monohydrate). Reaction SMILES: [NH2:1][CH:2]1[CH:7]2[CH2:8][CH2:9][N:4]([CH2:5][CH2:6]2)[CH2:3]1.CN1CC[O:14]CC1.[Cl:17][C:18]1[CH:19]=[C:20]([C:38](Cl)=[O:39])[C:21]2[O:26][CH:25]([CH3:27])[C:24](=[O:28])[N:23]([CH2:29][C:30]3[CH:35]=[CH:34][C:33]([F:36])=[CH:32][CH:31]=3)[C:22]=2[CH:37]=1>C(Cl)(Cl)Cl>[OH2:14].[ClH:17].[Cl:17][C:18]1[CH:19]=[C:20]([C:38]([NH:1][CH:2]2[CH:7]3[CH2:8][CH2:9][N:4]([CH2:5][CH2:6]3)[CH2:3]2)=[O:39])[C:21]2[O:26][CH:25]([CH3:27])[C:24](=[O:28])[N:23]([CH2:29][C:30]3[CH:35]=[CH:34][C:33]([F:36])=[CH:32][CH:31]=3)[C:22]=2[CH:37]=1 |f:4.5.6|. Procedure details: To a solution of 1.80 g of 3-aminoquinuclidine and 1.5 g of N-methylmorpholine in 3 ml of chloroform is added a solution of 5.0 g of 6-chloro-4-(4-fluorobenzyl)-3,4-dihydro-2-methyl-3-oxo-2H-1,4-benzoxazine-8-carboxylic acid chloride in 20 ml of chloroform under cooling and stirring followed by stirring for 4 hours. The resultant solution is washed with water, aqueous sodium hydrogen carbonate and then water, and dried over magnesium sulfate. After the solvent is distilled off under reduced pres... Starting materials: Cc1onc(-c2ccccc2)c1C(=O)Cl, CC(C)C(=O)Nc1cccc(C2CCN(CCCO)CC2)c1. Yields the product Cc1onc(-c2ccccc2)c1C(=O)OCCCN1CCC(c2cccc(NC(=O)C(C)C)c2)CC1. Reaction SMILES: [CH3:23][c:24]1[c:25]([C:35](=[O:36])[Cl:37])[c:26](-[c:29]2[cH:30][cH:31][cH:32][cH:33][cH:34]2)[n:27][o:28]1.[OH:1][CH2:2][CH2:3][CH2:4][N:5]1[CH2:6][CH2:7][CH:8]([c:11]2[cH:12][c:13]([NH:17][C:18]([CH:19]([CH3:20])[CH3:21])=[O:22])[cH:14][cH:15][cH:16]2)[CH2:9][CH2:10]1>>[O:1]([CH2:2][CH2:3][CH2:4][N:5]1[CH2:6][CH2:7][CH:8]([c:11]2[cH:12][c:13]([NH:17][C:18]([CH:19]([CH3:20])[CH3:21])=[O:22])[cH:14][cH:15][cH:16]2)[CH2:9][CH2:10]1)[C:35]([c:25]1[c:24]([CH3:23])[o:28][n:27][c:26]1-[c:29]1[cH:30][cH:31][cH:32][cH:33][cH:34]1)=[O:36]. The reactants are O=C([O-])[O-], BrCCCCCOCc1ccccc1, CS(C)=O, Cl, N#CC(C#N)CCC(F)(F)F, [I-], [K+], [K+], [K+]. The product is N#CC(C#N)(CCCCCOCc1ccccc1)CCC(F)(F)F. RXN SMILES: [C:28](=[O:29])([O-:30])[O-:31].[CH2:12]([c:13]1[cH:14][cH:15][cH:16][cH:17][cH:18]1)[O:19][CH2:20][CH2:21][CH2:22][CH2:23][CH2:24][Br:25].[CH3:35][S:36](=[O:37])[CH3:38].[ClH:34].[F:1][C:2]([CH2:3][CH2:4][CH:5]([C:6]#[N:7])[C:8]#[N:9])([F:10])[F:11].[I-:27].[K+:26].[K+:32].[K+:33]>>[F:1][C:2]([CH2:3][CH2:4][C:5]([C:6]#[N:7])([C:8]#[N:9])[CH2:24][CH2:23][CH2:22][CH2:21][CH2:20][O:19][CH2:12][c:13]1[cH:14][cH:15][cH:16][cH:17][cH:18]1)([F:10])[F:11]. Starting materials: C(C)(=O)NCC(=O)O (N-acetylglycine), [O-]CC.[K+] (potassium ethoxide), ICCC[Si](OCC)(OCC)OCC (3-iodopropyltriethoxysilane). Run in C(C)O (ethanol). Conditions: time 15 minute. Yields the product C(C)(=O)NCC(=O)CCC[Si](OCC)(OCC)OCC ((N-Acetyl-glycylpropyl)triethoxysilane). Yield: 25.0%. Reaction SMILES: [C:1]([NH:4][CH2:5][C:6]([OH:8])=O)(=[O:3])[CH3:2].[O-]CC.[K+].I[CH2:14][CH2:15][CH2:16][Si:17]([O:24][CH2:25][CH3:26])([O:21][CH2:22][CH3:23])[O:18][CH2:19][CH3:20]>C(O)C>[C:1]([NH:4][CH2:5][C:6]([CH2:14][CH2:15][CH2:16][Si:17]([O:18][CH2:19][CH3:20])([O:24][CH2:25][CH3:26])[O:21][CH2:22][CH3:23])=[O:8])(=[O:3])[CH3:2] |f:1.2|. Reported procedure: A 5 L, 4-neck flask equipped with a heating mantle, a mechanical stirrer, a pot thermometer, an addition funnel, and a short Vigreux column with a distillation head connected to a nitrogen bubbler was charged with 2500 g of ethanol and 146.4 g of N-acetylglycine. This mixture was stirred at room temperature for 15 minutes. 110.5 g of potassium ethoxide were added while maintaining the pot temperature below 50° C. The mixture was heated to a pot temperature of 80° and 362.7 g of 3-iodopropyltriet...